This data is from the Open Reaction Database (ORD), a public repository of structured organic reaction records. The task is: describe an organic reaction: reactants, conditions, products, and yield The reactants are [Li]CCCC, C[Si](C)(C)C1OC1c1ccc2ccccc2c1, CI. Yields the product CC1(c2ccc3ccccc3c2)OC1[Si](C)(C)C. Reaction SMILES: [CH2:18]([Li:19])[CH2:20][CH2:21][CH3:22].[CH3:1][Si:2]([CH:3]1[O:4][CH:5]1[c:6]1[cH:7][c:8]2[cH:9][cH:10][cH:11][cH:12][c:13]2[cH:14][cH:15]1)([CH3:16])[CH3:17].[CH3:23][I:24]>>[CH3:1][Si:2]([CH:3]1[O:4][C:5]1([c:6]1[cH:7][c:8]2[cH:9][cH:10][cH:11][cH:12][c:13]2[cH:14][cH:15]1)[CH3:18])([CH3:16])[CH3:17]. Reported procedure: To a solution of (S)-2-amino-4-bromo-butyric acid hydrobromide (2 g, 7.6 mmol) in ethanol (10 ml), at 0° C., was added thionyl chloride (1.11 ml, 15.21 mmol). The solution was stirred at 70° C. for 1 hour, cooled and concentrated in vacuo. Heptane added and mixture concentrated under high vac. Ether was added and the precipitate stirred for 1 hr, filter and dried in vacuo to provide (S)-2-amino-4-bromo-butyric acid ethyl ester hydrochloride as an sticky white solid (1.9 g). Yields the product Cl.C(C)OC([C@H](CCBr)N)=O ((S)-2-amino-4-bromo-butyric acid ethyl ester hydrochloride). Reaction conditions: temperature 70 celsius, time 1 hour. Reactants: Br.N[C@H](C(=O)O)CCBr ((S)-2-amino-4-bromo-butyric acid hydrobromide), S(=O)(Cl)Cl (thionyl chloride), C(C)O (ethanol). Reaction SMILES: Br.[NH2:2][C@@H:3]([CH2:7][CH2:8][Br:9])[C:4]([OH:6])=[O:5].S(Cl)([Cl:12])=O.[CH2:14](O)[CH3:15]>>[ClH:12].[CH2:14]([O:5][C:4](=[O:6])[C@@H:3]([NH2:2])[CH2:7][CH2:8][Br:9])[CH3:15] |f:0.1,4.5|. Starting materials: [OH-].[Na+] (sodium hydroxide), ClC1=CC=C(C=O)C=C1 (p-chlorobenzaldehyde), C1(=CC=CC=C1)C(C(C)=O)CC=CC1=CC=C(C=C1)C (3-Phenyl-6-(p-methylphenyl)-5-hexen-2-one). The product is ClC1=CC=C(C=C1)C=CC(C(CC=CC1=CC=C(C=C1)C)C1=CC=CC=C1)=O (1-(p-Chlorophenyl)-4-phenyl-7-(p-methylphenyl)-1,6-heptadien-3-one). Procedure: A sodium hydroxide solution (8 ml., 20%) is added to a solution of p-chlorobenzaldehyde (20.4 g., 0.14 mole) and crude 3-phenyl-6-(p-methylphenyl)-5-hexen-2-one (Step A, above) in ethanol (350 ml.) with stirring. The off-white solid that separates on continued stirring is filtered, washed with cold ethanol and air-dried, yield 44 g., m.p. 114°-118°C. Recrystallization from ethanol gives material with m.p. 134°-136.5°C. Reaction SMILES: [OH-].[Na+].[Cl:3][C:4]1[CH:11]=[CH:10][C:7]([CH:8]=O)=[CH:6][CH:5]=1.[C:12]1([CH:18]([CH2:22][CH:23]=[CH:24][C:25]2[CH:30]=[CH:29][C:28]([CH3:31])=[CH:27][CH:26]=2)[C:19](=[O:21])[CH3:20])[CH:17]=[CH:16][CH:15]=[CH:14][CH:13]=1>C(O)C>[Cl:3][C:4]1[CH:11]=[CH:10][C:7]([CH:8]=[CH:20][C:19](=[O:21])[CH:18]([C:12]2[CH:13]=[CH:14][CH:15]=[CH:16][CH:17]=2)[CH2:22][CH:23]=[CH:24][C:25]2[CH:26]=[CH:27][C:28]([CH3:31])=[CH:29][CH:30]=2)=[CH:6][CH:5]=1 |f:0.1|. Solvent: C(C)O (ethanol). Reactants: O=C1CCC(C2=C1SC=C2)[N+]#[C-] (4,5,6,7-tetrahydro-7-oxobenzo[b]thien-4-ylisocyanide), C1(=CC=C(C=C1)S(=O)(=O)O)C (p-toluenesulfonic acid), CCOCC (ether). The solvent is CS(=O)C (dimethylsulfoxide). The product is O=C1CCC(C2=C1SC=C2)N=C=O (4,5,6,7-Tetrahydro-7-oxobenzo[b]thien-4-yl isocyanate). Reaction SMILES: [O:1]=[C:2]1[C:7]2[S:8][CH:9]=[CH:10][C:6]=2[CH:5]([N+:11]#[C-:12])[CH2:4][CH2:3]1.C1(C)C=CC(S(O)(=O)=[O:20])=CC=1.CCOCC>CS(C)=O>[O:1]=[C:2]1[C:7]2[S:8][CH:9]=[CH:10][C:6]=2[CH:5]([N:11]=[C:12]=[O:20])[CH2:4][CH2:3]1. Procedure: A solution of 4,5,6,7-tetrahydro-7-oxobenzo[b]thien-4-ylisocyanide (9.5 g) in dry dimethylsulfoxide (4.63 g) is stirred under a nitrogen atmosphere while anhydrous p-toluenesulfonic acid (0.93 g) is added in small portions over an hour. The mixture is heated below 50° C. After 1.25 hours the reaction mixture is cooled and ether (3 × 3 ml) added, and the ether solution is then decanted. The ether solution contains the title isocyanate, and is used as is. The reactants are [O-]CC.[Na+] (sodium ethoxide), [Na] (sodium), BrC(C(=O)OCC)CCCCCCCCCCCCCC (ethyl 2-bromohexadecanoate), O (water). Run in C(C)O (ethanol), C(C)O (ethanol), C(C)O (ethanol), CCOCC (ether). The product is C(C)OC(C(=O)OCC)CCCCCCCCCCCCCC (ethyl 2-ethoxyhexadecanoate). Reaction SMILES: [O-:1][CH2:2][CH3:3].[Na+].[Na].Br[CH:7]([CH2:13][CH2:14][CH2:15][CH2:16][CH2:17][CH2:18][CH2:19][CH2:20][CH2:21][CH2:22][CH2:23][CH2:24][CH2:25][CH3:26])[C:8]([O:10][CH2:11][CH3:12])=[O:9].O>C(O)C.CCOCC>[CH2:2]([O:1][CH:7]([CH2:13][CH2:14][CH2:15][CH2:16][CH2:17][CH2:18][CH2:19][CH2:20][CH2:21][CH2:22][CH2:23][CH2:24][CH2:25][CH3:26])[C:8]([O:10][CH2:11][CH3:12])=[O:9])[CH3:3] |f:0.1,^1:4|. Procedure: To a solution of sodium ethoxide in ethanol, prepared from sodium (1.46 g) and ethanol (35 ml) a solution of ethyl 2-bromohexadecanoate (20.3 g) in ethanol (25 ml) was added. After refluxing for 3 h water was added and the product was taken up in ether. After evaporation of the ether and fractionation of the residue there was obtained 10.8 g ethyl 2-ethoxyhexadecanoate b.p. 112°-114° (0.01 mm), nD23 1.4393. Starting materials: S(O)(O)(=O)=O (sulfuric acid), C(=O)(OCC)C1=CC=C(C=C1)NC(=S)NCC(OCC)OCC (N-(4-carboethoxyphenyl)-N'-(2,2-diethoxyethyl)thiourea). Solvent: O (water). Yields the product C(=O)(O)C1=CC=C(C=C1)N1C(NC=C1)=S (1-(4-carboxyphenyl)-2,3-dihydroimidazole-2-thione). As a reaction SMILES: S(=O)(=O)(O)O.[C:6]([C:11]1[CH:16]=[CH:15][C:14]([NH:17][C:18]([NH:20][CH2:21][CH:22](OCC)OCC)=[S:19])=[CH:13][CH:12]=1)([O:8]CC)=[O:7]>O>[C:6]([C:11]1[CH:12]=[CH:13][C:14]([N:17]2[CH:22]=[CH:21][NH:20][C:18]2=[S:19])=[CH:15][CH:16]=1)([OH:8])=[O:7]. Procedure details: 400 ml of 30% sulfuric acid was added to 80 g of N-(4-carboethoxyphenyl)-N'-(2,2-diethoxyethyl)thiourea, and the mixture was refluxed for 1 hour using an oil bath. The reaction mixture was cooled to room temperature, then 600 ml of water was added thereto, followed by cooling in an ice bath. Crystals precipitated were collected by filtration, then washed successively with 200 ml of water, 100 ml of isopropyl alcohol, and 100 ml of hexane. Yield: 48 g (92.8 mol%). The reactants are O=C1c2ccccc2C(=O)N1CCS, Cc1ccc(S(=O)(=O)[O-])cc1, CN(C)C=O, [H-], [Na+], OCCc1ccco1. The product is O=C1c2ccccc2C(=O)N1CCSCCc1ccco1. Reaction SMILES: [C:3]1(=[O:16])[c:4]2[c:5]([cH:12][cH:13][cH:14][cH:15]2)[C:6](=[O:11])[N:7]1[CH2:8][CH2:9][SH:10].[CH3:25][c:26]1[cH:27][cH:28][c:29]([S:30](=[O:31])(=[O:32])[O-:33])[cH:34][cH:35]1.[CH3:36][N:37]([CH3:38])[CH:39]=[O:40].[H-:1].[Na+:2].[o:17]1[c:18]([CH2:22][CH2:23][OH:24])[cH:19][cH:20][cH:21]1>>[C:3]1(=[O:16])[c:4]2[c:5]([cH:12][cH:13][cH:14][cH:15]2)[C:6](=[O:11])[N:7]1[CH2:8][CH2:9][S:10][CH2:23][CH2:22][c:18]1[o:17][cH:21][cH:20][cH:19]1. The reactants are [Br-].C(CCCCCCCC)[P+](C1=CC=CC=C1)(C1=CC=CC=C1)C1=CC=CC=C1 ((n-nonyl)triphenylphosphonium bromide), C(CCC)[Li] (n-butyllithium), O1C(CCCC1)OC1OCCCC1 (tetrahydropyranyl ether), CC(C)(CO)C=O (hydroxypivaldehyde). Solvent: CCCCCC (hexane), CN(C)P(=O)(N(C)C)N(C)C (HMPT), C1CCOC1 (THF). Conditions: time 3 hour. Yields the product CC(CO)(\C=C/CCCCCCCC)C ((Z)-2,2-dimethyl- 3-dodecen-1-ol). Yield: 85.0%. As a reaction SMILES: [Br-].[CH2:2]([P+](C1C=CC=CC=1)(C1C=CC=CC=1)C1C=CC=CC=1)[CH2:3][CH2:4][CH2:5][CH2:6][CH2:7][CH2:8][CH2:9][CH3:10].O1CCCCC1OC1CCCCO1.[CH3:43][C:44]([CH:48]=O)([CH2:46][OH:47])[CH3:45].C([Li])CCC>CCCCCC.CN(P(N(C)C)(N(C)C)=O)C.C1COCC1>[CH3:43][C:44]([CH3:45])(/[CH:48]=[CH:2]\[CH2:3][CH2:4][CH2:5][CH2:6][CH2:7][CH2:8][CH2:9][CH3:10])[CH2:46][OH:47] |f:0.1|. Procedure: A 5.6 g (11.9 mmoles) sample of (n-nonyl)triphenylphosphonium bromide was coupled with 1.86 g (10 mmoles) of the tetrahydropyranyl ether of hydroxypivaldehyde using the Wittig reaction conditions described in the previous examples (THF:HMPT, 2:1; 7 ml of 1.6 M n-butyllithium in hexane; -78° C.). The crude product (3.4 g) was chromatographed on silica gel. Hexane-ether (7:3) eluted 2.8 g (95%) of (Z)-2,2-dimethyl-3-dodecen-1-ol tetrahydropyranyl ether, which was dissolved in 28 ml of methanol and... Procedure: The entitled compound was produced according to the method of Example 57 but using the compound obtained in Example 56 and benzylamine as the starting materials. Product: C(C1=CC=CC=C1)NC(=O)C1CN(CCC1)S(=O)(=O)C1=CC(=CC=C1)C(=O)NC1=NC=CC=C1OC (N-benzyl-1-[(3-{[(3-methoxypyridin-2-yl)amino]carbonyl}phenyl)sulfonyl]piperidine-3-carboxamide). Reactants: COC=1C(=NC=CC1)NC(=O)C=1C=C(C=CC1)S(=O)(=O)N1CC(CCC1)C(=O)O (1-[(3-{[(3-Methoxypyridin-2-yl)amino]carbonyl}phenyl)sulfonyl]piperidine-3-carboxylic acid), C(C1=CC=CC=C1)N (benzylamine). RXN SMILES: [CH3:1][O:2][C:3]1[C:4]([NH:9][C:10]([C:12]2[CH:13]=[C:14]([S:18]([N:21]3[CH2:26][CH2:25][CH2:24][CH:23]([C:27](O)=[O:28])[CH2:22]3)(=[O:20])=[O:19])[CH:15]=[CH:16][CH:17]=2)=[O:11])=[N:5][CH:6]=[CH:7][CH:8]=1.[CH2:30]([NH2:37])[C:31]1[CH:36]=[CH:35][CH:34]=[CH:33][CH:32]=1>>[CH2:30]([NH:37][C:27]([CH:23]1[CH2:24][CH2:25][CH2:26][N:21]([S:18]([C:14]2[CH:15]=[CH:16][CH:17]=[C:12]([C:10]([NH:9][C:4]3[C:3]([O:2][CH3:1])=[CH:8][CH:7]=[CH:6][N:5]=3)=[O:11])[CH:13]=2)(=[O:19])=[O:20])[CH2:22]1)=[O:28])[C:31]1[CH:36]=[CH:35][CH:34]=[CH:33][CH:32]=1.